This data is from the Open Reaction Database (ORD), a public repository of structured organic reaction records. The task is: describe an organic reaction: reactants, conditions, products, and yield The reactants are OC(C1CCC(CC1)C(=O)OC)C=1SC(=CN1)C1=CC(=CC(=C1)NC1=NC=CC(=N1)C(F)(F)F)C (methyl 4-{hydroxyl[5-(3-methyl-5-{[4-(trifluoromethyl)-pyrimidin-2-yl]amino}phenyl)-1,3-thiazol-2 yl]methyl}cyclohexanecarboxylate), [OH-].[Na+] (NaOH), Cl (HCl), C1CCOC1 (THF). Solvent: CO (methanol), C(Cl)(Cl)Cl (CHCl3). Reaction conditions: time 16 hour. Product: OC(C1CCC(CC1)C(=O)O)C=1SC(=CN1)C1=CC(=CC(=C1)NC1=NC=CC(=N1)C(F)(F)F)C (4-{hydroxy[5-(3-methyl-5-{[4-(trifluoromethyl)pyrimidin-2-yl]amino}phenyl)-1,3-thiazol-2-yl]methyl}cyclohexanecarboxylic acid). As a reaction SMILES: [OH:1][CH:2]([C:13]1[S:14][C:15]([C:18]2[CH:23]=[C:22]([NH:24][C:25]3[N:30]=[C:29]([C:31]([F:34])([F:33])[F:32])[CH:28]=[CH:27][N:26]=3)[CH:21]=[C:20]([CH3:35])[CH:19]=2)=[CH:16][N:17]=1)[CH:3]1[CH2:8][CH2:7][CH:6]([C:9]([O:11]C)=[O:10])[CH2:5][CH2:4]1.[OH-].[Na+].C1COCC1.Cl>CO.C(Cl)(Cl)Cl>[OH:1][CH:2]([C:13]1[S:14][C:15]([C:18]2[CH:23]=[C:22]([NH:24][C:25]3[N:30]=[C:29]([C:31]([F:33])([F:34])[F:32])[CH:28]=[CH:27][N:26]=3)[CH:21]=[C:20]([CH3:35])[CH:19]=2)=[CH:16][N:17]=1)[CH:3]1[CH2:8][CH2:7][CH:6]([C:9]([OH:11])=[O:10])[CH2:5][CH2:4]1 |f:1.2|. Procedure details: To a solution of methyl 4-{hydroxyl[5-(3-methyl-5-{[4-(trifluoromethyl)-pyrimidin-2-yl]amino}phenyl)-1,3-thiazol-2 yl]methyl}cyclohexanecarboxylate in methanol (1.96 mL) was added 1N NaOH (0.79 mL, 0.79 mmol) and the mixture was stirred at room temperature for 16 h. THF (1.96 mL) was added and the mixture was stirred at 60° C. for 6 h, then cooled to room temperature and added HCl (1M in H2O) until the pH=3. The mixture was diluted with 3:1 CHCl3:isopropanol and the organic layers were separated... Reactants: C1COCCO1, CO, O=C(O)CCCn1cc(C(=O)c2cccc([N+](=O)[O-])c2)c2ccccc21. The product is Nc1cccc(C(=O)c2cn(CCCC(=O)O)c3ccccc23)c1. RXN SMILES: [CH2:29]1[O:30][CH2:31][CH2:32][O:33][CH2:34]1.[CH3:27][OH:28].[N+:1]([O-:2])(=[O:3])[c:4]1[cH:5][c:6]([C:7](=[O:8])[c:9]2[cH:10][n:11]([CH2:18][CH2:19][CH2:20][C:21](=[O:22])[OH:23])[c:12]3[cH:13][cH:14][cH:15][cH:16][c:17]23)[cH:24][cH:25][cH:26]1>>[NH2:1][c:4]1[cH:5][c:6]([C:7](=[O:8])[c:9]2[cH:10][n:11]([CH2:18][CH2:19][CH2:20][C:21](=[O:22])[OH:23])[c:12]3[cH:13][cH:14][cH:15][cH:16][c:17]23)[cH:24][cH:25][cH:26]1. Starting materials: C1N2CN3CN1CN(C2)C3 (hexamethylenetetramine), CC1=CC2=CC=CC=C2C=C1C (2,3-Dimethylnaphthalene), BrN1C(CCC1=O)=O (N-bromosuccinimide), C(C1=CC=CC=C1)(=O)OOC(C1=CC=CC=C1)=O (benzoyl peroxide). Solvent: C(Cl)(Cl)Cl (chloroform), C(Cl)(Cl)(Cl)Cl (carbon tetrachloride). Yields the product CC=1C(=CC2=CC=CC=C2C1)C=O (3-methylnaphthalene-2-carboxaldehyde). RXN SMILES: [CH3:1][C:2]1[C:11]([CH3:12])=[CH:10][C:9]2[C:4](=[CH:5][CH:6]=[CH:7][CH:8]=2)[CH:3]=1.BrN1C(=[O:19])CCC1=O.C(OOC(=O)C1C=CC=CC=1)(=O)C1C=CC=CC=1.C1N2CN3CN(C2)CN1C3>C(Cl)(Cl)(Cl)Cl.C(Cl)(Cl)Cl>[CH3:12][C:11]1[C:2]([CH:1]=[O:19])=[CH:3][C:4]2[C:9]([CH:10]=1)=[CH:8][CH:7]=[CH:6][CH:5]=2. Reported procedure: 2,3-Dimethylnaphthalene (20.0 g), N-bromosuccinimide (22.8 g) and benzoyl peroxide (0.2 g) were refluxed in carbon tetrachloride (160 ml) for 12 hr. After cooling, the mixture was filtered. The filtrate was evaporated under reduced pressure and the residue was dissolved in chloroform. This solution was added dropwise to a vigorously stirred solution of hexamethylenetetramine (1.2 equiv) in chloroform (100 ml) and the mixture was heated at reflux for 12 hr. After cooling the salt was filtered off... The reactants are Cl.N1=C(C=CC=C1)N(C(=O)C1=CC2=C(N(C(=N2)CNC2=C(C=C(C=C2)C(N)=N)OC)C)C=C1)CCC(=O)OCC (1-methyl-2-[N-(4-amidino-2-methoxyphenyl)aminomethyl]benzimidazol-5-yl-carboxylic acid-N-(2-pyridyl)-N-(2-ethoxycarbonylethyl)amide hydrochloride), ClC(=O)OCCCCC (n-pentyl chloroformate), C34H41N7O6. The solvent is ClCCl.C(C)O (dichloromethane ethanol). The product is N1=C(C=CC=C1)N(C(=O)C1=CC2=C(N(C(=N2)CNC2=C(C=C(C=C2)C(NC(=O)OCCCCC)=N)OC)C)C=C1)CCC(=O)OCC (1-Methyl-2-[N-(2-methoxy-4-n-pentoxycarbonylamidinophenyl)aminomethyl]benzimidazol-5-yl-carboxylic acid-N-(2-pyridyl)-N-(2-ethoxycarbonylethyl)amide). Yield: 72.0%. RXN SMILES: Cl.[N:2]1[CH:7]=[CH:6][CH:5]=[CH:4][C:3]=1[N:8]([CH2:34][CH2:35][C:36]([O:38][CH2:39][CH3:40])=[O:37])[C:9]([C:11]1[CH:33]=[CH:32][C:14]2[N:15]([CH3:31])[C:16]([CH2:18][NH:19][C:20]3[CH:25]=[CH:24][C:23]([C:26](=[NH:28])[NH2:27])=[CH:22][C:21]=3[O:29][CH3:30])=[N:17][C:13]=2[CH:12]=1)=[O:10].Cl[C:42]([O:44][CH2:45][CH2:46][CH2:47][CH2:48][CH3:49])=[O:43]>ClCCl.C(O)C>[N:2]1[CH:7]=[CH:6][CH:5]=[CH:4][C:3]=1[N:8]([CH2:34][CH2:35][C:36]([O:38][CH2:39][CH3:40])=[O:37])[C:9]([C:11]1[CH:33]=[CH:32][C:14]2[N:15]([CH3:31])[C:16]([CH2:18][NH:19][C:20]3[CH:25]=[CH:24][C:23]([C:26](=[NH:27])[NH:28][C:42]([O:44][CH2:45][CH2:46][CH2:47][CH2:48][CH3:49])=[O:43])=[CH:22][C:21]=3[O:29][CH3:30])=[N:17][C:13]=2[CH:12]=1)=[O:10] |f:0.1,3.4|. Procedure: Prepared analogously to Example 90 from 1-methyl-2-[N-(4-amidino-2-methoxyphenyl)aminomethyl]benzimidazol-5-yl-carboxylic acid-N-(2-pyridyl)-N-(2-ethoxycarbonylethyl)amide hydrochloride and n-pentyl chloroformate. Yield: 72% of theory, C34H41N7O6 (643.7); Rf value: 0.49 (silica gel; dichloromethane/ethanol=9:1); EKA mass spectrum: (M+H)+=644; (M+H+Na)++=333.9. Starting materials: 40, OCC1OC2=C(CC1)C=C(C=C2)C(=O)O (3,4-dihydro-2-(hydroxymethyl)-2H-1-benzopyran-6-carboxylic acid), CO (methanol). Reagents/catalysts: S(O)(O)(=O)=O (sulfuric acid). Conditions: time 8 hour. Yields the product OCC1OC2=C(CC1)C=C(C=C2)C(=O)OC (methyl 3,4-dihydro-2-(hydroxymethyl)-2H-1-benzopyran-6-carboxylate), intermediate 4. Yield: 53.9%. RXN SMILES: [OH:1][CH2:2][CH:3]1[CH2:8][CH2:7][C:6]2[CH:9]=[C:10]([C:13]([OH:15])=[O:14])[CH:11]=[CH:12][C:5]=2[O:4]1.[CH3:16]O>S(=O)(=O)(O)O>[OH:1][CH2:2][CH:3]1[CH2:8][CH2:7][C:6]2[CH:9]=[C:10]([C:13]([O:15][CH3:16])=[O:14])[CH:11]=[CH:12][C:5]=2[O:4]1. Reported procedure: To a stirred solution of 40 parts of 3,4-dihydro-2-(hydroxymethyl)-2H-1-benzopyran-6-carboxylic acid in 400 parts of methanol were added a few drops of sulfuric acid. Stirring was continued overnight at reflux. The reaction mixture was evaporated. The residue was taken up in 1,1'-oxybisethane. The whole was washed with a sodium hydroxide solution 10% and with water, dried, filtered and evaporated, yielding 24 parts (53.9%) of methyl 3,4-dihydro-2-(hydroxymethyl)-2H-1-benzopyran-6-carboxylate as ... Procedure details: This compound was made in a similar manner to the method disclosed in Example 5 by hydrolyzing 4-tert.-octyl-2,6-dimethyl-3-hydroxyphenylacetonitrile with sodium hydroxide in aqueous ethylene glycol. After crystallization from toluene 4-tert.-octyl-2,6-dimethyl-3-hydroxyphenylacetic acid melted at 157° to 159° C. As a reaction SMILES: [C:1]([C:9]1[CH:14]=[C:13]([CH3:15])[C:12](CC#N)=[C:11]([CH3:19])[C:10]=1[OH:20])([CH2:4][C:5]([CH3:8])([CH3:7])[CH3:6])([CH3:3])[CH3:2].[OH-:21].[Na+].[CH2:23]([OH:26])[CH2:24]O>>[C:1]([C:9]1[CH:14]=[C:13]([CH3:15])[C:12]([CH2:24][C:23]([OH:26])=[O:21])=[C:11]([CH3:19])[C:10]=1[OH:20])([CH2:4][C:5]([CH3:8])([CH3:7])[CH3:6])([CH3:3])[CH3:2] |f:1.2|. Yields the product C(C)(C)(CC(C)(C)C)C1=C(C(=C(C(=C1)C)CC(=O)O)C)O (4-tert.-Octyl-2,6-dimethyl-3-hydroxyphenylacetic acid). Starting materials: C(C)(C)(CC(C)(C)C)C1=C(C(=C(C(=C1)C)CC#N)C)O (4-tert.-octyl-2,6-dimethyl-3-hydroxyphenylacetonitrile), [OH-].[Na+] (sodium hydroxide), C(CO)O (ethylene glycol). Starting materials: C[Si](C)(C)Cl, CC#N, [I-], COc1cc(I)cc(-c2ccsc2)c1, [Na+], O. Product: Oc1cc(I)cc(-c2ccsc2)c1. RXN SMILES: [CH3:17][Si:18]([Cl:19])([CH3:20])[CH3:21].[CH3:22][C:23]#[N:24].[I-:16].[I:1][c:2]1[cH:3][c:4](-[c:10]2[cH:11][s:12][cH:13][cH:14]2)[cH:5][c:6]([O:8][CH3:9])[cH:7]1.[Na+:15].[OH2:25]>>[I:1][c:2]1[cH:3][c:4](-[c:10]2[cH:11][s:12][cH:13][cH:14]2)[cH:5][c:6]([OH:8])[cH:7]1.